Dataset: the Open Reaction Database (ORD), a public repository of structured organic reaction records. Task: describe an organic reaction: reactants, conditions, products, and yield Reactants: BrCC1=C(N=CS1)C(=O)OC (Methyl 5-(bromomethyl)thiazole-4-carboxylate), C(=O)(OC(C)(C)C)N1CC(C1)N (1-Boc-3-aminoazetidine), C(=O)([O-])[O-].[K+].[K+] (K2CO3). The solvent is C1CCOC1 (THF), C(Cl)Cl (CH2Cl2). Yields the product C(C)(C)(C)OC(=O)N1CC(C1)NCC1=C(N=CS1)C(=O)OC (Methyl 5-(((1-(tert-butoxycarbonyl)azetidin-3-yl)amino)methyl)thiazole-4-carboxylate). Yield: 60.5%. As a reaction SMILES: Br[CH2:2][C:3]1[S:7][CH:6]=[N:5][C:4]=1[C:8]([O:10][CH3:11])=[O:9].[C:12]([N:19]1[CH2:22][CH:21]([NH2:23])[CH2:20]1)([O:14][C:15]([CH3:18])([CH3:17])[CH3:16])=[O:13].C([O-])([O-])=O.[K+].[K+]>C1COCC1.C(Cl)Cl>[C:15]([O:14][C:12]([N:19]1[CH2:22][CH:21]([NH:23][CH2:2][C:3]2[S:7][CH:6]=[N:5][C:4]=2[C:8]([O:10][CH3:11])=[O:9])[CH2:20]1)=[O:13])([CH3:18])([CH3:16])[CH3:17] |f:2.3.4|. Reported procedure: A mixture of compound 3b (250 mg, 1.06 mmol), 1-Boc-3-aminoazetidine 1a (310 mg, 1.80 mmol), and K2CO3 (248 mg, 1.80 mmol) in THF (12 mL) was heated to reflux for 6 h. The reaction mixture was cooled to room temperature and diluted with CH2Cl2. The resulting solution was washed with aq. NaHCO3, dried over Na2SO4, and concentrated. Purification by flash column chromatography (silica gel, 3% MeOH/CH2Cl2) gave compound 3c (210 mg). The reactants are CC(C)(C)OC(=O)N1CCc2ccc(O)cc2C1, ClCCl, CC(C)OC(=O)N=NC(=O)OC(C)C, C1CCOC1, OCC1CCN(c2ccncc2)CC1, c1ccc(P(c2ccccc2)c2ccccc2)cc1. Yields the product CC(C)(C)OC(=O)N1CCc2ccc(OCC3CCN(c4ccncc4)CC3)cc2C1. RXN SMILES: [C:1]([CH3:2])([CH3:3])([CH3:4])[O:5][C:6](=[O:7])[N:8]1[CH2:9][c:10]2[cH:11][c:12]([OH:18])[cH:13][cH:14][c:15]2[CH2:16][CH2:17]1.[CH2:71]([Cl:72])[Cl:73].[O:52]=[C:53]([O:54][CH:55]([CH3:56])[CH3:57])[N:58]=[N:59][C:60]([O:61][CH:62]([CH3:63])[CH3:64])=[O:65].[O:66]1[CH2:67][CH2:68][CH2:69][CH2:70]1.[OH:19][CH2:20][CH:21]1[CH2:22][CH2:23][N:24]([c:27]2[cH:28][cH:29][n:30][cH:31][cH:32]2)[CH2:25][CH2:26]1.[c:33]1([P:34]([c:35]2[cH:36][cH:37][cH:38][cH:39][cH:40]2)[c:41]2[cH:42][cH:43][cH:44][cH:45][cH:46]2)[cH:47][cH:48][cH:49][cH:50][cH:51]1>>[C:1]([CH3:2])([CH3:3])([CH3:4])[O:5][C:6](=[O:7])[N:8]1[CH2:9][c:10]2[cH:11][c:12]([O:18][CH2:20][CH:21]3[CH2:22][CH2:23][N:24]([c:27]4[cH:28][cH:29][n:30][cH:31][cH:32]4)[CH2:25][CH2:26]3)[cH:13][cH:14][c:15]2[CH2:16][CH2:17]1. Starting materials: CCOC(=O)C1=Cc2cc(Cl)c(C(C)(C)CO)cc2OC1C(F)(F)F, [H-], CI, [Na+], CN(C)C=O, O. The product is CCOC(=O)C1=Cc2cc(Cl)c(C(C)(C)COC)cc2OC1C(F)(F)F. Reaction SMILES: [Cl:1][c:2]1[cH:3][c:4]2[c:9]([cH:10][c:11]1[C:12]([CH2:13][OH:14])([CH3:15])[CH3:16])[O:8][CH:7]([C:17]([F:18])([F:19])[F:20])[C:6]([C:21](=[O:22])[O:23][CH2:24][CH3:25])=[CH:5]2.[H-:27].[I:28][CH3:29].[Na+:26].[O:31]=[CH:32][N:33]([CH3:34])[CH3:35].[OH2:30]>>[Cl:1][c:2]1[cH:3][c:4]2[c:9]([cH:10][c:11]1[C:12]([CH2:13][O:14][CH3:29])([CH3:15])[CH3:16])[O:8][CH:7]([C:17]([F:18])([F:19])[F:20])[C:6]([C:21](=[O:22])[O:23][CH2:24][CH3:25])=[CH:5]2.